Dataset: the Open Reaction Database (ORD), a public repository of structured organic reaction records. Task: describe an organic reaction: reactants, conditions, products, and yield Isolated yield 80.2%. Product: ClC=1C=C(C=CC1Cl)CC\C=N\[S@@](=O)C(C)(C)C ((S,E)-N-(3-(3,4-dichlorophenyl)propylidene)-2-methylpropane-2-sulfinamide). As a reaction SMILES: [Cl:1][C:2]1[CH:3]=[C:4]([CH2:9][CH2:10][CH:11]=O)[CH:5]=[CH:6][C:7]=1[Cl:8].[CH3:13][C:14]([S@@:17]([NH2:19])=[O:18])([CH3:16])[CH3:15].[O-]S([O-])(=O)=O.[Mg+2]>C(Cl)Cl.CC1C=CC(S(O)(=O)=O)=CC=1.N1C=CC=CC=1>[Cl:1][C:2]1[CH:3]=[C:4]([CH2:9][CH2:10]/[CH:11]=[N:19]/[S@:17]([C:14]([CH3:16])([CH3:15])[CH3:13])=[O:18])[CH:5]=[CH:6][C:7]=1[Cl:8] |f:2.3,5.6|. The solvent is C(Cl)Cl (CH2Cl2). Reaction conditions: time 18 hour. Procedure details: To a solution of Intermediate 16A (1.0 g, 4.9 mmol) in CH2Cl2 (5 mL) was added (S)-2-methylpropane-2-sulfinamide (0.72 g, 5.9 mmol) followed by the addition of pyridine 4-methylbenzenesulfonate (0.062 g, 0.25 mmol) and MgSO4 (2.96 g, 24.6 mmol). The reaction mixture was stirred at rt for 18 h, and then filtered through a celite pad. The filtrate was concentrated under reduced pressure and the residue was purified by ISCO chromatography (EtOAc/Hexanes 0-30% over 15 min, column 80 g, flow rate 85 ... Reagents/catalysts: CC1=CC=C(C=C1)S(=O)(=O)O.N1=CC=CC=C1 (pyridine 4-methylbenzenesulfonate). The reactants are [O-]S(=O)(=O)[O-].[Mg+2] (MgSO4), ClC=1C=C(C=CC1Cl)CCC=O (3-(3,4-dichlorophenyl)propanal), CC(C)(C)[S@](=O)N ((S)-2-methylpropane-2-sulfinamide). The reactants are Cl, CC(C)(C)OC(=O)NC1CSCCN(Cc2cc(F)cc(F)c2)C1=O, C1COCCO1. Yields the product Cl, NC1CSCCN(Cc2cc(F)cc(F)c2)C1=O. RXN SMILES: [ClH:26].[F:1][c:2]1[cH:3][c:4]([CH2:5][N:6]2[CH2:7][CH2:8][S:9][CH2:10][CH:11]([NH:14][C:15](=[O:16])[O:17][C:18]([CH3:19])([CH3:20])[CH3:21])[C:12]2=[O:13])[cH:22][c:23]([F:25])[cH:24]1.[O:27]1[CH2:28][CH2:29][O:30][CH2:31][CH2:32]1>>[ClH:26].[F:1][c:2]1[cH:3][c:4]([CH2:5][N:6]2[CH2:7][CH2:8][S:9][CH2:10][CH:11]([NH2:14])[C:12]2=[O:13])[cH:22][c:23]([F:25])[cH:24]1. Starting materials: COC(=O)[C@H]1N(CC[C@@H]1O[Si](C)(C)C(C)(C)C)C(=O)OC(C)(C)C ((2S,3S)-3-(tert-butyldimethylsilanoxy)pyrrolidine-1,2-dicarboxylic acid 1-tert-butyl ester 2-methyl ester), solution, [Li+].CC(C)[N-]C(C)C (LDA), IC (Iodomethane). Run in C1CCOC1 (THF). Reaction conditions: temperature -78 celsius, time 1 hour. Product: COC(=O)[C@]1(N(CC[C@@H]1O[Si](C)(C)C(C)(C)C)C(=O)OC(C)(C)C)C ((2S,3S)-3-tert-butyldimethylsilanyloxy-2-methylpyrrolidine-1,2-dicarboxylic acid 1-tert-butyl ester 2-methyl ester). Yield: 29.6%. RXN SMILES: [CH3:1][O:2][C:3]([C@@H:5]1[C@@H:9]([O:10][Si:11]([C:14]([CH3:17])([CH3:16])[CH3:15])([CH3:13])[CH3:12])[CH2:8][CH2:7][N:6]1[C:18]([O:20][C:21]([CH3:24])([CH3:23])[CH3:22])=[O:19])=[O:4].[Li+].[CH3:26]C([N-]C(C)C)C.IC>C1COCC1>[CH3:1][O:2][C:3]([C@:5]1([CH3:26])[C@@H:9]([O:10][Si:11]([C:14]([CH3:17])([CH3:15])[CH3:16])([CH3:13])[CH3:12])[CH2:8][CH2:7][N:6]1[C:18]([O:20][C:21]([CH3:24])([CH3:23])[CH3:22])=[O:19])=[O:4] |f:1.2|. Procedure details: To a solution of compound 4A (898 mg, 2.50 mmol) in THF (10 mL) at −78° C. under nitrogen was added a 1.8 M solution of LDA (3.50 mL, 6.25 mmol) and the reaction was stirred at −78° C. for 1 h. Iodomethane (1.56 mL, 25.0 mmol) was added, and the mixture was stirred at −78° C. for 4 h. The reaction was quenched by adding EtOAc and water. The layers were separated and the aqueous layer was extracted with EtOAc (3×20 mL). The combined organic layers were washed with saturated aqueous NaHCO3 and bri... Starting materials: ice water, COC=1C=C(C=CC1OC)CC#N ([3,4-bis(methyloxy)phenyl]acetonitrile), FC(C(=O)OCC)(F)F (ethyl trifluoroacetate), [O-]CC.[Na+] (sodium ethoxide). Solvent: C(C)O (ethanol). The product is COC=1C=C(C=CC1OC)C(C#N)C(C(F)(F)F)=O (2-[3,4-bis(methyloxy)phenyl]-4,4,4-trifluoro-3-oxobutanenitrile). Yield: 30.9%. Reaction SMILES: [CH3:1][O:2][C:3]1[CH:4]=[C:5]([CH2:11][C:12]#[N:13])[CH:6]=[CH:7][C:8]=1[O:9][CH3:10].[F:14][C:15]([F:22])([F:21])[C:16](OCC)=[O:17].[O-]CC.[Na+]>C(O)C>[CH3:1][O:2][C:3]1[CH:4]=[C:5]([CH:11]([C:16](=[O:17])[C:15]([F:22])([F:21])[F:14])[C:12]#[N:13])[CH:6]=[CH:7][C:8]=1[O:9][CH3:10] |f:2.3|. Procedure: To a mixture of [3,4-bis(methyloxy)phenyl]acetonitrile (2.0 g, 11 mmol) and ethyl trifluoroacetate (1.7 mL, 14 mmol) in ethanol (4 mL) was added a sodium ethoxide solution (21%, 8.4 mL, 23 mmol), and the resulting mixture was heated at reflux for 18 hours. After cooling to room temperature, it was poured into a mixture of ice-water (50 mL). This aqueous mixture was washed with dichloromethane (3×20 mL) then acidified to pH 1. The acidified mixture was extracted with ethyl acetate (3×30 mL). The ... Starting materials: [OH-].[Na+] (NaOH), N1C=C(C=2C1=NC=CC2)C2=CC=C(S2)C(=O)OCC (Ethyl 5-(1H-pyrrolo[2,3-b]pyridin-3-yl)thiophene-2-carboxylate), C(CC(O)(C(=O)O)CC(=O)O)(=O)O (citric acid). The solvent is C(C)(=O)OCC (ethyl acetate), O1CCOCC1 (1,4 dioxane). Conditions: temperature 80 celsius. Product: N1C=C(C=2C1=NC=CC2)C2=CC=C(S2)C(=O)O (5-(1H-pyrrolo[2,3-b]pyridin-3-yl)thiophene-2-carboxylic acid). Isolated yield 88.0%. RXN SMILES: [NH:1]1[C:5]2=[N:6][CH:7]=[CH:8][CH:9]=[C:4]2[C:3]([C:10]2[S:14][C:13]([C:15]([O:17]CC)=[O:16])=[CH:12][CH:11]=2)=[CH:2]1.[OH-].[Na+].C(O)(=O)CC(CC(O)=O)(C(O)=O)O>O1CCOCC1.C(OCC)(=O)C>[NH:1]1[C:5]2=[N:6][CH:7]=[CH:8][CH:9]=[C:4]2[C:3]([C:10]2[S:14][C:13]([C:15]([OH:17])=[O:16])=[CH:12][CH:11]=2)=[CH:2]1 |f:1.2|. Procedure: Ethyl 5-(1H-pyrrolo[2,3-b]pyridin-3-yl)thiophene-2-carboxylate (0.89 g, 3.3 mmol) was partly dissolved in 1,4 dioxane and 10 mL 1N NaOH added. The reaction mixture was heated to 80° C. where it became homogenous. After 2 hours the reaction mixture was cooled to room temperature, diluted with ethyl acetate, and a 10% citric acid solution. A precipitate formed which was filtered off, washed with water and dried to 0.71 g, 2.9 mmol, 88% yield.